Dataset: the Open Reaction Database (ORD), a public repository of structured organic reaction records. Task: describe an organic reaction: reactants, conditions, products, and yield The reactants are ClC1=NC=2N(C=C1C1=C(C=CC=C1)F)C=CN2 (7-Chloro-6-(2-fluorophenyl)-imidazo[1,2-a]pyrimidine), C(=O)C1=CC=C(C=C1)B(O)O (4-formylphenylboronic acid), C(=O)([O-])[O-].[Na+].[Na+] (Na2CO3). Reagents/catalysts: C1=CC=C(C=C1)P([C-]2C=CC=C2)C3=CC=CC=C3.C1=CC=C(C=C1)P([C-]2C=CC=C2)C3=CC=CC=C3.Cl[Pd]Cl.[Fe+2] (1,1′-bis(diphenylphosphino)ferrocenedichloropalladium(II)). The solvent is C(OC)COC (dimethoxyethane). Conditions: temperature 90 celsius, time 90 minute. Yields the product FC1=C(C=CC=C1)C=1C(=NC=2N(C1)C=CN2)C2=CC=C(C=O)C=C2 (4-[6-(2-fluorophenyl)-imidazo[1,2-a]pyrimidine-7-yl]-benzaldehyde). Yield: 47.6%. RXN SMILES: Cl[C:2]1[C:7]([C:8]2[CH:13]=[CH:12][CH:11]=[CH:10][C:9]=2[F:14])=[CH:6][N:5]2[CH:15]=[CH:16][N:17]=[C:4]2[N:3]=1.[CH:18]([C:20]1[CH:25]=[CH:24][C:23](B(O)O)=[CH:22][CH:21]=1)=[O:19].C([O-])([O-])=O.[Na+].[Na+]>C(COC)OC.C1C=CC(P(C2C=CC=CC=2)[C-]2C=CC=C2)=CC=1.C1C=CC(P(C2C=CC=CC=2)[C-]2C=CC=C2)=CC=1.Cl[Pd]Cl.[Fe+2]>[F:14][C:9]1[CH:10]=[CH:11][CH:12]=[CH:13][C:8]=1[C:7]1[C:2]([C:23]2[CH:24]=[CH:25][C:20]([CH:18]=[O:19])=[CH:21][CH:22]=2)=[N:3][C:4]2[N:5]([CH:15]=[CH:16][N:17]=2)[CH:6]=1 |f:2.3.4,6.7.8.9|. Procedure: 665 mg (2.68 mmol) 7-Chloro-6-(2-fluorophenyl)-imidazo[1,2-a]pyrimidine are given in 9.2 mL dimethoxyethane (not completely dissolved). 442.9 mg (2.95 mmol) 4-formylphenylboronic acid and 5.3 mL Na2CO3 solution (10%) are added. After addition of 98.6 mg (0.12 mmol) 1,1′-bis(diphenylphosphino)ferrocenedichloropalladium(II) the reaction mixture is purged 3× with argon and heated to 90° C. for 20 hours. The reaction mixture is cooled down and treated with 30 mL water and 150 mL dichloromethane. Aft... Reactants: C1(=CC=C(C=C1)S(=O)(=O)O)C.NC(C(=O)OCC(Cl)(Cl)Cl)P(=O)(OCC)OCC (Trichloroethyl α-amino-diethylphosphonoacetate p-toluenesulfonate), P(=O)([O-])([O-])[O-] (phosphate). The solvent is C(Cl)Cl (methylene chloride). Yields the product NC(C(=O)OCC(Cl)(Cl)Cl)P(=O)(OCC)OCC (trichloroethyl α-amino-diethylphosphonoacetate). The yield is 97.8%. Reaction SMILES: C1(C)C=CC(S(O)(=O)=O)=CC=1.[NH2:12][CH:13]([P:22]([O:27][CH2:28][CH3:29])([O:24][CH2:25][CH3:26])=[O:23])[C:14]([O:16][CH2:17][C:18]([Cl:21])([Cl:20])[Cl:19])=[O:15].P([O-])([O-])([O-])=O>C(Cl)Cl>[NH2:12][CH:13]([P:22]([O:24][CH2:25][CH3:26])([O:27][CH2:28][CH3:29])=[O:23])[C:14]([O:16][CH2:17][C:18]([Cl:20])([Cl:21])[Cl:19])=[O:15] |f:0.1|. Reported procedure: Trichloroethyl α-amino-diethylphosphonoacetate p-toluenesulfonate (1.03 g., 2 mmole) is partitioned between methylene chloride (20 ml.) and aqueous phosphate (4 ml. 1M dipotassium phosphate + 6 ml. water). The aqueous phase (pH 6.8) is separated and extracted with an additional portion of methylene chloride (10 ml.). The combined organic solution is washed with saturated brine (10 ml.), dried over magnesium sulfate, and evaporated in vacuo to give trichloroethyl α-amino-diethylphosphonoacetate (... Reactants: CCI, C1CCOC1, CC(C)[N-]C(C)C, O=C(O)C1CCC1, Cl, [Li+]. The product is CCC1(C(=O)O)CCC1. RXN SMILES: [CH2:16]([I:17])[CH3:18].[CH2:20]1[O:21][CH2:22][CH2:23][CH2:24]1.[CH:1]([CH3:2])([N-:3][CH:4]([CH3:5])[CH3:6])[CH3:7].[CH:9]1([C:13](=[O:14])[OH:15])[CH2:10][CH2:11][CH2:12]1.[ClH:19].[Li+:8]>>[CH2:1]([CH3:2])[C:9]1([C:13](=[O:14])[OH:15])[CH2:10][CH2:11][CH2:12]1. Product: NC(CC1=CC=CC=C1)C(=O)O (DL-phenyl alanine). Reaction SMILES: [CH2:1]([CH:8]1[NH:12]C(=O)N[C:9]1=[O:14])[C:2]1[CH:7]=[CH:6][CH:5]=[CH:4][CH:3]=1.[OH-:15].[Na+]>O.CCOCCO>[NH2:12][CH:8]([C:9]([OH:14])=[O:15])[CH2:1][C:2]1[CH:7]=[CH:6][CH:5]=[CH:4][CH:3]=1 |f:1.2|. Reported procedure: 95.1 g (0.5 mole) of 5-benzyl-hydantoine are dissolved in a solution of 87 g of sodium hydroxide and 400 ml of water, whereupon 300 ml of cellosolve are added. The reaction mixture is heated to boiling for 48 hours, the water and the cellosolve are distilled off in vacuo (30 Hgmm, 80° C.), the solid residue is dissolved in a small amount of water and acidified with concentrated hydrochloric acid (pH 2). The solution is treated with activated charcoal and the pH is adjusted to 6 with a concentrat... Isolated yield 77.0%. Starting materials: C(C1=CC=CC=C1)C1C(NC(N1)=O)=O (5-benzyl-hydantoine), [OH-].[Na+] (sodium hydroxide). Conditions: time 48 hour. Run in O (water), CCOCCO (cellosolve). The reactants are FC=1C=C(C=CC1F)C1=NC(=NC(=C1)C(F)(F)F)N1C=NC(=C1)I (4-(3,4-difluoro-phenyl)-2-(4-iodo-imidazol-1-yl)-6-trifluoromethyl-pyrimidine), C(C)(C)(C)NS(=O)(=O)C=1C=C(C=CC1)B(O)O (3-(tert.-butylsulfamoyl)-phenylboronic acid). Product: C(C)(C)(C)NS(=O)(=O)C1=CC(=CC=C1)C=1N=CN(C1)C1=NC(=CC(=N1)C(F)(F)F)C1=CC(=C(C=C1)F)F (N-tert-Butyl-3-{1-[6-(3,4-difluoro-phenyl)-4-trifluoromethyl-pyrimidin-2-yl]-1H-imidazol-4-yl}-benzenesulfonamide), solid. As a reaction SMILES: [F:1][C:2]1[CH:3]=[C:4]([C:9]2[CH:14]=[C:13]([C:15]([F:18])([F:17])[F:16])[N:12]=[C:11]([N:19]3[CH:23]=[C:22](I)[N:21]=[CH:20]3)[N:10]=2)[CH:5]=[CH:6][C:7]=1[F:8].[C:25]([NH:29][S:30]([C:33]1[CH:34]=[C:35](B(O)O)[CH:36]=[CH:37][CH:38]=1)(=[O:32])=[O:31])([CH3:28])([CH3:27])[CH3:26]>>[C:25]([NH:29][S:30]([C:33]1[CH:34]=[CH:35][CH:36]=[C:37]([C:22]2[N:21]=[CH:20][N:19]([C:11]3[N:12]=[C:13]([C:15]([F:18])([F:17])[F:16])[CH:14]=[C:9]([C:4]4[CH:5]=[CH:6][C:7]([F:8])=[C:2]([F:1])[CH:3]=4)[N:10]=3)[CH:23]=2)[CH:38]=1)(=[O:32])=[O:31])([CH3:28])([CH3:26])[CH3:27]. Procedure details: N-tert-Butyl-3-{1-[6-(3,4-difluoro-phenyl)-4-trifluoromethyl-pyrimidin-2-yl]-1H-imidazol-4-yl}-benzenesulfonamide was prepared from 4-(3,4-difluoro-phenyl)-2-(4-iodo-imidazol-1-yl)-6-trifluoromethyl-pyrimidine (example E.78) (0.15 g, 0.33 mmol) and commercially available 3-(tert.-butylsulfamoyl)-phenylboronic acid (0.103 g, 0.4 mmol) according to the general procedure VI. Obtained as a light yellow solid (0.16 g) which was subsequently deprotected. Starting materials: COC=1C(=CC=CC1)N (o-anisidine), COCCCl (chloroethyl methyl ether), C(=O)([O-])[O-].[K+].[K+] (K2CO3). Solvent: CN(C)C=O (DMF). Yields the product COCCNC=1C(OC)=CC=CC1 (N-methoxyethyl-2-anisidine). Isolated yield 64.8%. Reaction SMILES: [CH3:1][O:2][C:3]1[C:4]([NH2:9])=[CH:5][CH:6]=[CH:7][CH:8]=1.[CH3:10][O:11][CH2:12][CH2:13]Cl.C([O-])([O-])=O.[K+].[K+]>CN(C=O)C>[CH3:10][O:11][CH2:12][CH2:13][NH:9][C:4]1[C:3](=[CH:8][CH:7]=[CH:6][CH:5]=1)[O:2][CH3:1] |f:2.3.4|. Reported procedure: A suspension of 24.6 g (200 mmol) o-anisidine M10, 20.8 g (220 mmol) chloroethyl methyl ether M11, 30.4 g (220 mmol) K2CO3 and 18.3 g (110 mmol) KI in 110 ml DMF was heated at 95° C. for 24 hours. DMF was evaporated, and the residue was digested with 100 ml CHCl3, filtered, and the precipitate washed with 2×50 ml CHCl3. The solvent was evaporated to give 41.2 g crude oil. This oil was purified by a plug packed with 184 g silica gel 100 with CHCl3/cyclohexane (1:1, v/v) as eluant, to afford 23.5 ... The reactants are OC1=CC=C(C=C1)N1CCN(CC1)C1=CC=C(C=C1)N1C(N(N=C1)C(C(C)=O)C)=O ((±)-2,4-dihydro-4-[4-[4-(4-hydroxyphenyl)-1-piperazinyl]phenyl]-2-(1-methyl-2-oxopropyl)-3H-1,2,4-triazol-3-one), C[C@@H](N)C1=CC=CC=C1 ((+)-(R)-α-methylbenzenemethanamine). Reagents/catalysts: [Pd] (Pd/C), CCCCO.CCCCO.CCCCO.CCCCO.[Ti] (titanium(IV) n-butoxide). Run in S1C=CC=C1 (thiophene), TBF. Run at time 48 hour. Yields the product OC1=CC=C(C=C1)N1CCN(CC1)C1=CC=C(C=C1)N1C(N(N=C1)C(C(C)NC(C)C1=CC=CC=C1)C)=O (2,4-dihydro-4-[4-[4-(4-hydroxyphenyl)-1-piperazinyl]phenyl]-2-[2-[( 1 -phenylethyl)amino]-1 -methylpropyl]-3H-1,2,4-triazol-3-one). Reaction SMILES: [OH:1][C:2]1[CH:7]=[CH:6][C:5]([N:8]2[CH2:13][CH2:12][N:11]([C:14]3[CH:19]=[CH:18][C:17]([N:20]4[CH:24]=[N:23][N:22]([CH:25]([CH3:29])[C:26](=O)[CH3:27])[C:21]4=[O:30])=[CH:16][CH:15]=3)[CH2:10][CH2:9]2)=[CH:4][CH:3]=1.[CH3:31][C@H:32]([C:34]1[CH:39]=[CH:38][CH:37]=[CH:36][CH:35]=1)[NH2:33]>[Pd].CCCCO.CCCCO.CCCCO.CCCCO.[Ti].S1C=CC=C1>[OH:1][C:2]1[CH:7]=[CH:6][C:5]([N:8]2[CH2:13][CH2:12][N:11]([C:14]3[CH:15]=[CH:16][C:17]([N:20]4[CH:24]=[N:23][N:22]([CH:25]([CH3:29])[CH:26]([NH:33][CH:32]([C:34]5[CH:39]=[CH:38][CH:37]=[CH:36][CH:35]=5)[CH3:31])[CH3:27])[C:21]4=[O:30])=[CH:18][CH:19]=3)[CH2:10][CH2:9]2)=[CH:4][CH:3]=1 |f:3.4.5.6.7|. Reported procedure: A mixture of (±)-2,4-dihydro-4-[4-[4-(4-hydroxyphenyl)-1-piperazinyl]phenyl]-2-(1-methyl-2-oxopropyl)-3H-1,2,4-triazol-3-one (0.05 mol) (prepared as described in EP-A-0,228,125 and (+)-(R)-α-methylbenzenemethanamine (0.1 mol) in TBF (500ml) was hydrogenated at 50° C. for 48 hours with Pd/C 10% (10 g) as a catalyst in the presence of titanium(IV) n-butoxide (28.4 g) and thiophene solution (10 ml). The catalyst was filtered off. Pd/C 10% (10 g) was added again. Hydrogenation was continued at 50° C... Reactants: C(C)(CC)[Li] (sec-butyllithium), C(C)(CC)[Li] (sec-butyllithium), C(=C)S(=O)(=O)C1=CC=CC=C1 (phenyl vinyl sulfone), C(=C)S(=O)(=O)C1=CC=CC=C1 (phenyl vinyl sulfone), COC=1C=C(C(=O)N2CC(CC2)(C2=CC=CC=C2)CCN2CCN(CCC2)C2=NC3=C(N2)C=CC=C3)C=C(C1OC)OC (1-(3,4,5-trimethoxybenzoyl)-3-(2-(4-(1H-benzimidazol-2-yl)[1,4]diazepan-1-yl)ethyl)-3-phenylpyrrolidine), O1CCCC1 (tetrahydrofuran), C(=C)S(=O)(=O)C1=CC=CC=C1 (phenyl vinyl sulfone). The solvent is CO.ClCCl (methanol dichloromethane), O (water). Conditions: temperature -78 celsius, time 12 hour. The product is N (ammonia), COC=1C=C(C(=O)N2CC(CC2)(C2=CC=CC=C2)CCN2CCN(CCC2)C2=NC3=C(N2CCS(=O)(=O)C2=CC=CC=C2)C=CC=C3)C=C(C1OC)OC (1-(3,4,5-Trimethoxybenzoyl)-3-(2-(4-(1-(2-phenylsulfonylethyl)-1H-benzimidazol-2-yl)[1,4]diazepan-1-yl)ethyl)-3-phenylpyrrolidine). The yield is 0.5%. Reaction SMILES: [CH3:1][O:2][C:3]1[CH:4]=[C:5]([CH:37]=[C:38]([O:42][CH3:43])[C:39]=1[O:40][CH3:41])[C:6]([N:8]1[CH2:12][CH2:11][C:10]([CH2:19][CH2:20][N:21]2[CH2:27][CH2:26][CH2:25][N:24]([C:28]3[NH:32][C:31]4[CH:33]=[CH:34][CH:35]=[CH:36][C:30]=4[N:29]=3)[CH2:23][CH2:22]2)([C:13]2[CH:18]=[CH:17][CH:16]=[CH:15][CH:14]=2)[CH2:9]1)=[O:7].O1CCCC1.C([Li])(CC)C.[CH:54]([S:56]([C:59]1[CH:64]=[CH:63][CH:62]=[CH:61][CH:60]=1)(=[O:58])=[O:57])=[CH2:55]>CO.ClCCl.O>[NH3:8].[CH3:43][O:42][C:38]1[CH:37]=[C:5]([CH:4]=[C:3]([O:2][CH3:1])[C:39]=1[O:40][CH3:41])[C:6]([N:8]1[CH2:12][CH2:11][C:10]([CH2:19][CH2:20][N:21]2[CH2:27][CH2:26][CH2:25][N:24]([C:28]3[N:29]([CH2:55][CH2:54][S:56]([C:59]4[CH:64]=[CH:63][CH:62]=[CH:61][CH:60]=4)(=[O:57])=[O:58])[C:30]4[CH:36]=[CH:35][CH:34]=[CH:33][C:31]=4[N:32]=3)[CH2:23][CH2:22]2)([C:13]2[CH:14]=[CH:15][CH:16]=[CH:17][CH:18]=2)[CH2:9]1)=[O:7] |f:4.5|. Procedure details: Combine 1-(3,4,5-trimethoxybenzoyl)-3-(2-(4-(1H-benzimidazol-2-yl)[1,4]diazepan-1-yl)ethyl)-3-phenylpyrrolidine (prepared from (−)-3-phenyl-3-(2-hydroxyethyl)pyrrolidine(R,R)-di-p-anisoyltartaric acid salt) (0.63 g, 1.07 mmol) and tetrahydrofuran (10 mL). Cool to −78° C. using a dry-ice/acetone bath. Add dropwise a solution of sec-butyllithium (1.23 mL, 1.3 M, 1.61 mmol). When the addition of sec-butyllithium is complete, add a solution phenyl vinyl sulfone (0.36 g, 2.14 mmol). Heat the reaction... Reactants: C1CCOC1, C[Si](C)(C)[N-][Si](C)(C)C, CN(C)C=O, Cl, O=C1Cc2cc(F)ccc2N1, [Li+], O=C(O)c1ccc2c(n1)COC2=O. The product is O=C1Nc2ccc(F)cc2C1=C1OCc2nc(C(=O)O)ccc21. Reaction SMILES: [CH2:36]1[O:37][CH2:38][CH2:39][CH2:40]1.[CH3:12][Si:13]([N-:14][Si:15]([CH3:16])([CH3:17])[CH3:18])([CH3:19])[CH3:20].[CH3:41][N:42]([CH3:43])[CH:44]=[O:45].[ClH:35].[F:1][c:2]1[cH:3][c:4]2[c:8]([cH:9][cH:10]1)[NH:7][C:6](=[O:11])[CH2:5]2.[Li+:21].[O:22]=[C:23]1[O:24][CH2:25][c:26]2[n:27][c:28]([C:32](=[O:33])[OH:34])[cH:29][cH:30][c:31]21>>[F:1][c:2]1[cH:3][c:4]2[c:8]([cH:9][cH:10]1)[NH:7][C:6](=[O:11])[C:5]2=[C:23]1[O:24][CH2:25][c:26]2[n:27][c:28]([C:32](=[O:33])[OH:34])[cH:29][cH:30][c:31]21. Reactants: O=C1CCOCC1Br, O=C([O-])[O-], CC#N, [K+], [K+], CCOC(=O)c1cc(O)[nH]n1. The product is CCOC(=O)c1cc(OC2COCCC2=O)[nH]n1. RXN SMILES: [Br:18][CH:19]1[CH2:20][O:21][CH2:22][CH2:23][C:24]1=[O:25].[C:12](=[O:13])([O-:14])[O-:15].[CH3:26][C:27]#[N:28].[K+:16].[K+:17].[OH:1][c:2]1[cH:3][c:4]([C:7](=[O:8])[O:9][CH2:10][CH3:11])[n:5][nH:6]1>>[O:1]([c:2]1[cH:3][c:4]([C:7](=[O:8])[O:9][CH2:10][CH3:11])[n:5][nH:6]1)[CH:19]1[CH2:20][O:21][CH2:22][CH2:23][C:24]1=[O:25].